Dataset: the Open Reaction Database (ORD), a public repository of structured organic reaction records. Task: describe an organic reaction: reactants, conditions, products, and yield The product is C(C1=CC=CC=C1)OC=1C=CC=2N3C(C(=CC13)C(=O)OCC)=C(C2CC)C2=CC=C(C=C2)OCC2=CC=CC=C2 (Ethyl 7-benzyloxy-3-(4-benzyloxyphenyl)-4-ethylpyrrolo[2,1,5-cd]indolizine-2-carboxylate). Procedure: 7-Benzyloxy-3-(4-benzyloxyphenyl)-2-ethoxycarbonyl-4-ethylpyrrolo[2,1,5-cd]indolizine-1-carboxylic acid (21.63 g, 38 mmol) was dissolved in 220 ml of quinoline under a nitrogen atmosphere. Copper powder (3.35 g, 50 mmol) was added and the mixture was heated to 170° C. for 21/2 hour. The reaction mixture was filtered when hot, and the filtrate was flash chromatographed over silica gel 60, using toluene: petroleum ether (1:1) as the eluent. Fractions containing the product were combined and added ... Reaction SMILES: [CH2:1]([O:8][C:9]1[CH:10]=[CH:11][C:12]2[N:13]3[C:17]=1[C:16](C(O)=O)=[C:15]([C:21]([O:23][CH2:24][CH3:25])=[O:22])[C:14]3=[C:26]([C:30]1[CH:35]=[CH:34][C:33]([O:36][CH2:37][C:38]3[CH:43]=[CH:42][CH:41]=[CH:40][CH:39]=3)=[CH:32][CH:31]=1)[C:27]=2[CH2:28][CH3:29])[C:2]1[CH:7]=[CH:6][CH:5]=[CH:4][CH:3]=1>N1C2C(=CC=CC=2)C=CC=1.[Cu]>[CH2:1]([O:8][C:9]1[CH:10]=[CH:11][C:12]2[N:13]3[C:17]=1[CH:16]=[C:15]([C:21]([O:23][CH2:24][CH3:25])=[O:22])[C:14]3=[C:26]([C:30]1[CH:31]=[CH:32][C:33]([O:36][CH2:37][C:38]3[CH:39]=[CH:40][CH:41]=[CH:42][CH:43]=3)=[CH:34][CH:35]=1)[C:27]=2[CH2:28][CH3:29])[C:2]1[CH:7]=[CH:6][CH:5]=[CH:4][CH:3]=1. Reactants: C(C1=CC=CC=C1)OC=1C=CC=2N3C(C(=C(C13)C(=O)O)C(=O)OCC)=C(C2CC)C2=CC=C(C=C2)OCC2=CC=CC=C2 (7-Benzyloxy-3-(4-benzyloxyphenyl)-2-ethoxycarbonyl-4-ethylpyrrolo[2,1,5-cd]indolizine-1-carboxylic acid). Run in N1=CC=CC2=CC=CC=C12 (quinoline). Conditions: temperature 170 celsius. Reagents/catalysts: [Cu] (Copper). Run in CN(C)C=O (DMF). Procedure: The title compound was prepared analogous to the procedure used to prepare Example 48, using 3,6-dichloro-4-(4-trifluoromethyl-phenyl)-pyridazine, (Example 45(d)), (443 mg, 1.5 mmol), 7-hydroxyisoquinoline (444 mg, 3.1 mmol, Lancaster) and NaH (151 mg, 3.8 mmol, 60% suspension in mineral oil, Aldrich) in DMF (10 mL). Purification by flash silica gel chromatography with 2M NH3 in MeOH/CH2Cl2 (0:1→1:24) as eluant gave the title compound as a tan amorphous solid. Mp: 82–86° C. MS (ESI, pos ion.) m/... The product is C1=NC=CC2=CC=C(C=C12)OC1=CC(=C(N=N1)OC1=CC=C2C=CN=CC2=C1)C1=CC=C(C=C1)C(F)(F)F (7-[(6-(7-Isoquinolinyloxy)-4-(4-(trifluoromethyl)phenyl)-3-pyridazinyl)oxy]-isoquinoline). The reactants are ClC=1N=NC(=CC1C1=CC=C(C=C1)C(F)(F)F)Cl (3,6-dichloro-4-(4-trifluoromethyl-phenyl)-pyridazine), OC1=CC=C2C=CN=CC2=C1 (7-hydroxyisoquinoline), [H-].[Na+] (NaH). As a reaction SMILES: Cl[C:2]1[N:3]=[N:4][C:5](Cl)=[CH:6][C:7]=1[C:8]1[CH:13]=[CH:12][C:11]([C:14]([F:17])([F:16])[F:15])=[CH:10][CH:9]=1.[OH:19][C:20]1[CH:29]=[C:28]2[C:23]([CH:24]=[CH:25][N:26]=[CH:27]2)=[CH:22][CH:21]=1.[H-].[Na+]>CN(C=O)C>[CH:27]1[C:28]2[C:23](=[CH:22][CH:21]=[C:20]([O:19][C:5]3[N:4]=[N:3][C:2]([O:19][C:20]4[CH:29]=[C:28]5[C:23]([CH:24]=[CH:25][N:26]=[CH:27]5)=[CH:22][CH:21]=4)=[C:7]([C:8]4[CH:13]=[CH:12][C:11]([C:14]([F:17])([F:16])[F:15])=[CH:10][CH:9]=4)[CH:6]=3)[CH:29]=2)[CH:24]=[CH:25][N:26]=1 |f:2.3|. The reactants are COC1=C(C=C(C=O)C=C1)OCCCOC (4-methoxy-3-(3-methoxypropoxy)benzaldehyde), C(CC)[S-].[Na+] (sodium propanethiolate). Procedure details: 4-methoxy-3-(3-methoxypropoxy)benzaldehyde (22 g, 98 mmol) was dissolved in DMF (490 mL) and sodium propanethiolate (12.5 g, 127 mmol) was added. The mixture was brought to 100° C. and the reaction mixture was stirred for 30 minutes. After cooling to room temperature, solvents were evaporated under reduced pressure and the residue was dissolved in dichloromethane (200 mL) and saturated aqueous ammonium chloride (200 mL). Hydrochloric acid 1N was then added until acidic pH. The organic layer was ... Conditions: time 30 minute. As a reaction SMILES: C[O:2][C:3]1[CH:10]=[CH:9][C:6]([CH:7]=[O:8])=[CH:5][C:4]=1[O:11][CH2:12][CH2:13][CH2:14][O:15][CH3:16].C([S-])CC.[Na+]>CN(C=O)C>[OH:2][C:3]1[CH:10]=[CH:9][C:6]([CH:7]=[O:8])=[CH:5][C:4]=1[O:11][CH2:12][CH2:13][CH2:14][O:15][CH3:16] |f:1.2|. Run in CN(C)C=O (DMF). The yield is 97.1%. Yields the product OC1=C(C=C(C=O)C=C1)OCCCOC (4-hydroxy-3-(3-methoxypropoxy)benzaldehyde). Starting materials: OC1=NOC(=C1)C (3-hydroxy-5-methylisoxazole), CC1OC(OC(O1)C)C (paraldehyde), S(=O)(Cl)Cl (thionyl chloride). The solvent is C1=CC=CC=C1 (benzene). Conditions: time 1 hour. Yields the product ClC(C)N1OC(=CC1=O)C (2-(1-chloroethyl)-5-methyl-4-isoxazolin-3-one). As a reaction SMILES: [OH:1][C:2]1[CH:6]=[C:5]([CH3:7])[O:4][N:3]=1.CC1OC(C)O[CH:11]([CH3:16])O1.S(Cl)([Cl:19])=O>C1C=CC=CC=1>[Cl:19][CH:11]([N:3]1[C:2](=[O:1])[CH:6]=[C:5]([CH3:7])[O:4]1)[CH3:16]. Procedure details: A mixture of 2.97 g of 3-hydroxy-5-methylisoxazole, 1.32 g of paraldehyde, 3 ml of thionyl chloride and 20 ml of benzene was stirred for 1 hour at 40°-50° C. On evaporating off the solvent and excess thionyl chloride, there were obtained 4.97 g of crude, crystalline 2-(1-chloroethyl)-5-methyl-4-isoxazolin-3-one. Reactants: FC1=CC=C(C=C1)B(O)O (4-fluorophenylboronic acid), BrC=1C(=C(C=CC1)N(CCC)CC1=CC(=C(OCC(=O)OCC)C=C1)C)C (ethyl (4-{[(3-bromo-2-methylphenyl)(propyl)amino]methyl}-2-methylphenoxy)acetate). Product: FC1=CC=C(C=C1)C1=C(C(=CC=C1)N(CCC)CC1=CC(=C(OCC(=O)O)C=C1)C)C ((4-{[(4′-Fluoro-2-methyl-1,1′-biphenyl-3-yl)(propyl)amino]methyl}-2-methylphenoxy)acetic acid). As a reaction SMILES: [F:1][C:2]1[CH:7]=[CH:6][C:5](B(O)O)=[CH:4][CH:3]=1.Br[C:12]1[C:13]([CH3:37])=[C:14]([N:18]([CH2:22][C:23]2[CH:35]=[CH:34][C:26]([O:27][CH2:28][C:29]([O:31]CC)=[O:30])=[C:25]([CH3:36])[CH:24]=2)[CH2:19][CH2:20][CH3:21])[CH:15]=[CH:16][CH:17]=1>>[F:1][C:2]1[CH:7]=[CH:6][C:5]([C:12]2[CH:17]=[CH:16][CH:15]=[C:14]([N:18]([CH2:22][C:23]3[CH:35]=[CH:34][C:26]([O:27][CH2:28][C:29]([OH:31])=[O:30])=[C:25]([CH3:36])[CH:24]=3)[CH2:19][CH2:20][CH3:21])[C:13]=2[CH3:37])=[CH:4][CH:3]=1. Procedure details: Prepared from 4-fluorophenylboronic acid and ethyl (4-{[(3-bromo-2-methylphenyl)(propyl)amino]methyl}-2-methylphenoxy)acetate using the procedure described for Example 25 (Method A).